From a dataset of the Open Reaction Database (ORD), a public repository of structured organic reaction records. describe an organic reaction: reactants, conditions, products, and yield The reactants are C(C)OC(CC(CC(=O)OCC)(C1=CC=CC=C1)C#N)=O (3-cyano-3-phenylglutaric acid diethyl ester), [H][H] (hydrogen). The reagents and catalysts are [Ni] (Raney nickel). Solvent: CO (methanol). Run at time 30 hour. Product: C(C)OC(CC1(CNC(C1)=O)C1=CC=CC=C1)=O (5-oxo-3-phenyl-3-pyrrolidine acetic acid ethyl ester). RXN SMILES: [CH2:1]([O:3][C:4](=[O:21])[CH2:5][C:6]([C:19]#[N:20])([C:13]1[CH:18]=[CH:17][CH:16]=[CH:15][CH:14]=1)[CH2:7][C:8](OCC)=[O:9])[CH3:2].[H][H]>[Ni].CO>[CH2:1]([O:3][C:4](=[O:21])[CH2:5][C:6]1([C:13]2[CH:18]=[CH:17][CH:16]=[CH:15][CH:14]=2)[CH2:7][C:8](=[O:9])[NH:20][CH2:19]1)[CH3:2]. Procedure: 45 g of Raney nickel are added to 254.2 g of 3-cyano-3-phenylglutaric acid diethyl ester in 1.5 liters of absolute methanol, and hydrogenation is effected in a 5 liter autoclave for 30 hours at 80° and a hydrogen pressure of 81 atmospheres. After cooling, the catalyst is filtered off, the filtrate is concentrated on a rotary evaporator, the resulting light yellow oil is taken up in 1.5 liters of chloroform and is successively washed with 25 cc of 2 N hydrochloric acid, 100 cc of saturated sodium...